This data is from the Open Reaction Database (ORD), a public repository of structured organic reaction records. The task is: describe an organic reaction: reactants, conditions, products, and yield Reactants: ClCC1=NC(=NO1)C=1N=CN2C1[C@H]1N(C(C3=C2C=CC=C3)=O)CC1 ((S)-1-(5-chloromethyl-1,2,4-oxadiazol-3-yl)-12,12a-dihydro-9H,11H-azeto[2,1-c]imidazo[1,5-a][1,4]benzodiazepin-9-one), C(C)NCC (diethylamine). Run in CN(C=O)C (N,N-dimethylformamide). Yields the product C(C)N(CC)CC1=NC(=NO1)C=1N=CN2C1[C@H]1N(C(C3=C2C=CC=C3)=O)CC1 ((S)-1-(5-diethylaminomethyl-1,2,4-oxadiazol-3-yl)-12,12a-dihydro-9H,11H-azeto[2,1-c]imidazo[1,5-a][1,4]benzodiazepin-9-one). Yield: 92.9%. Reaction SMILES: Cl[CH2:2][C:3]1[O:7][N:6]=[C:5]([C:8]2[N:9]=[CH:10][N:11]3[C:17]4[CH:18]=[CH:19][CH:20]=[CH:21][C:16]=4[C:15](=[O:22])[N:14]4[CH2:23][CH2:24][C@H:13]4[C:12]=23)[N:4]=1.[CH2:25]([NH:27][CH2:28][CH3:29])[CH3:26]>CN(C)C=O>[CH2:25]([N:27]([CH2:2][C:3]1[O:7][N:6]=[C:5]([C:8]2[N:9]=[CH:10][N:11]3[C:17]4[CH:18]=[CH:19][CH:20]=[CH:21][C:16]=4[C:15](=[O:22])[N:14]4[CH2:23][CH2:24][C@H:13]4[C:12]=23)[N:4]=1)[CH2:28][CH3:29])[CH3:26]. Procedure details: 1.15 g (3.5 mmol) of (S)-1-(5-chloromethyl-1,2,4-oxadiazol-3-yl)-12,12a-dihydro-9H,11H-azeto[2,1-c]imidazo[1,5-a][1,4]benzodiazepin-9-one were stirred at room temperature overnight with 0.73 g (10 mmol) of diethylamine and 10 ml of N,N-dimethylformamide. By evaporation of the reaction mixture and chromatography of the residue on silica gel while eluting with methylene chloride/methanol 19/1 there were obtained 1.23 g (93%) of (S)-1-(5-diethylaminomethyl-1,2,4-oxadiazol-3-yl)-12,12a-dihydro-9H,11... Reactants: C[Si](C)(C)[N-][Si](C)(C)C.[Li+] (lithium bis(trimethylsilyl)amide), ClC=1C=C(C=CC1)[C@@H]1[C@H](N(C(CC1)=O)[C@H](C(=O)OC(C)(C)C)C1CC1)C1=CC=C(C=C1)Cl ((S)-tert-Butyl 2-((2S,3R)-3-(3-chlorophenyl)-2-(4-chlorophenyl)-6-oxopiperidin-1-yl)-2-cyclopropylacetate), C(C=C)Br (allyl bromide). Run in C1CCOC1 (THF). Run at time 2 hour. Product: C(C=C)[C@@H]1C(N([C@@H]([C@H](C1)C1=CC(=CC=C1)Cl)C1=CC=C(C=C1)Cl)[C@H](C(=O)OC(C)(C)C)C1CC1)=O ((S)-tert-Butyl 2-((3S,5R,6S)-3-allyl-5-(3-chlorophenyl)-6-(4-chlorophenyl)-2-oxopiperidin-1-yl)-2-cyclopropylacetate). As a reaction SMILES: C[Si]([N-][Si](C)(C)C)(C)C.[Li+].[Cl:11][C:12]1[CH:13]=[C:14]([C@H:18]2[CH2:23][CH2:22][C:21](=[O:24])[N:20]([C@@H:25]([CH:33]3[CH2:35][CH2:34]3)[C:26]([O:28][C:29]([CH3:32])([CH3:31])[CH3:30])=[O:27])[C@@H:19]2[C:36]2[CH:41]=[CH:40][C:39]([Cl:42])=[CH:38][CH:37]=2)[CH:15]=[CH:16][CH:17]=1.[CH2:43](Br)[CH:44]=[CH2:45]>C1COCC1>[CH2:45]([C@H:22]1[CH2:23][C@H:18]([C:14]2[CH:15]=[CH:16][CH:17]=[C:12]([Cl:11])[CH:13]=2)[C@@H:19]([C:36]2[CH:37]=[CH:38][C:39]([Cl:42])=[CH:40][CH:41]=2)[N:20]([C@@H:25]([CH:33]2[CH2:35][CH2:34]2)[C:26]([O:28][C:29]([CH3:31])([CH3:32])[CH3:30])=[O:27])[C:21]1=[O:24])[CH:44]=[CH2:43] |f:0.1|. Reported procedure: A solution of lithium bis(trimethylsilyl)amide (1M in THF, 0.165 mL, 0.165 mmol) was added dropwise at −78° C. to a solution of (S)-tert-butyl 2-((2S,3R)-3-(3-chlorophenyl)-2-(4chlorophenyl)-6-oxopiperidin-1-yl)-2-cyclopropylacetate (Example 249, Step C, 71 mg, 0.15 mmol) and allyl bromide (15.54 uL, 0.165 mmol) in 0.5 mL of THF. The reaction was allowed to warm to ambient temperature. After stirring for 2 h, the reaction was quenched with sat. aqueous ammonium chloride solution and extracted wi... Starting materials: P(=O)(O)(O)[O-].[Na+] (sodium dihydrogen phosphate), [OH-].[Na+] (sodium hydroxide), Cl(=O)[O-].[Na+] (sodium chlorite), BrC1=C(C=C(S1)C=O)C (5-Bromo-4-methyl-2-thiophenecarbaldehyde). The solvent is O (water), OO (hydrogen peroxide), O (water), C(C)#N (acetonitrile). Conditions: time 2 hour. The product is BrC1=C(C=C(S1)C(=O)O)C (5-bromo-4-methyl-2-thiophenecarboxylic acid). Yield: 250.9%. As a reaction SMILES: [Br:1][C:2]1[S:6][C:5]([CH:7]=[O:8])=[CH:4][C:3]=1[CH3:9].P([O-])(O)(O)=[O:11].[Na+].Cl([O-])=O.[Na+].[OH-].[Na+]>C(#N)C.O.OO>[Br:1][C:2]1[S:6][C:5]([C:7]([OH:11])=[O:8])=[CH:4][C:3]=1[CH3:9] |f:1.2,3.4,5.6|. Procedure: Aluminum chloride (14.6 g) was added portionwise to 2-bromo-3-methylthiophene (8.85 g) and dichloromethyl methyl ether (6.27 g) in dichloromethane (100 ml) under ice-cooling. The mixture was stirred at room temperature for 1 hour and poured into ice water, acidified with 1N hydrochloric acid and extracted with ethyl acetate. The extract was washed with aqueous sodium chloride, dried over anhydrous magnesium sulfate and concentrated under reduced pressure. The residue was purified by silica gel c... Reactants: CC(C)(C)OC(=O)N1CCNCC1, [BH3-]C#N, CCOC1(O[Si](C)(C)C)CC1, C1CCOC1, CC(=O)O, CO, [Na+]. Product: CC(C)(C)OC(=O)N1CCN(C2CC2)CC1. As a reaction SMILES: [C:1]([CH3:2])([CH3:3])([CH3:4])[O:5][C:6](=[O:7])[N:8]1[CH2:9][CH2:10][NH:11][CH2:12][CH2:13]1.[C:29]([BH3-:30])#[N:31].[CH2:14]([O:15][C:17]1([O:16][Si:20]([CH3:21])([CH3:22])[CH3:23])[CH2:18][CH2:19]1)[CH3:24].[CH2:33]1[O:34][CH2:35][CH2:36][CH2:37]1.[CH3:25][C:26](=[O:27])[OH:28].[CH3:38][OH:39].[Na+:32]>>[C:1]([CH3:2])([CH3:3])([CH3:4])[O:5][C:6](=[O:7])[N:8]1[CH2:9][CH2:10][N:11]([CH:17]2[CH2:18][CH2:19]2)[CH2:12][CH2:13]1. The reactants are C(#N)C1=C(N(C2=NC(=CC(=C21)C)C)C2CCC1=C(C(=CC=C21)OC)OC)/C=C/C(=O)NC2CC(OCC2)(C)C ((E)-3-[3-cyano-1-(4,5-dimethoxy-2,3-dihydro-1H-inden-1-yl)-4,6-dimethyl-1H-pyrrolo[2,3-b]pyridin-2-yl]-N-(2,2-dimethyltetrahydro-2H-pyran-4-yl)-2-propenamide), 1-(4,5-dimethoxy-2,3-dihydro-1H-inden-1-yl)-2-[(E)-3.-(2,6-dimethyl-4-morpholinyl)-3-oxo-1-propenyl]-4,6-dimethyl-1H-pyrrolo[2,3-b]pyridine-3-carbonitrile, C(#N)C1=C(N(C2=NC(=CC(=C21)C)C)C2CC1=CC=C(C(=C1C2)OC)OC)/C=C/C(=O)O ((E)-3-[3-cyano-1-(4,5-dimethoxy-2,3-dihydro-1H-inden-2-yl)-4,6-dimethyl-1H-pyrrolo[2,3-b]pyridin-2-yl]-2-propenoic acid), CC1CNCC(O1)C (2,6-dimethylmorpholine). Yields the product COC1=C2CCC(C2=CC=C1OC)N1C(=C(C=2C1=NC(=CC2C)C)C#N)\C=C\C(=O)N2CC(OC(C2)C)C (1-(4,5-Dimethoxy-2,3-dihydro-1H-inden-1-yl)-2-[(E)-3-(2,6-dimethyl-4-morpholinyl)-3-oxo-1-propenyl]-4,6-dimethyl-1H-pyrrolo[2,3-b]pyridine-3-carbonitrile). As a reaction SMILES: [C:1]([C:3]1[C:11]2[C:6](=[N:7][C:8]([CH3:13])=[CH:9][C:10]=2[CH3:12])[N:5]([CH:14]2[C:22]3[C:17](=[C:18]([O:25][CH3:26])[C:19]([O:23][CH3:24])=[CH:20][CH:21]=3)[CH2:16][CH2:15]2)[C:4]=1/[CH:27]=[CH:28]/[C:29]([NH:31][CH:32]1[CH2:37][CH2:36]OC(C)(C)C1)=[O:30])#[N:2].C(C1C2C(=NC(C)=CC=2C)N(C2C[C:60]3C(=CC=[C:58](OC)[C:59]=3[O:62]C)C2)C=1/C=C/C(O)=O)#N.CC1OC(C)CNC1>>[CH3:26][O:25][C:18]1[C:19]([O:23][CH3:24])=[CH:20][CH:21]=[C:22]2[C:17]=1[CH2:16][CH2:15][CH:14]2[N:5]1[C:6]2=[N:7][C:8]([CH3:13])=[CH:9][C:10]([CH3:12])=[C:11]2[C:3]([C:1]#[N:2])=[C:4]1/[CH:27]=[CH:28]/[C:29]([N:31]1[CH2:32][CH:37]([CH3:36])[O:62][CH:59]([CH3:60])[CH2:58]1)=[O:30]. Procedure details: In the same manner described in (4) of Example 2, 1-(4,5-dimethoxy-2,3-dihydro-1H-inden-1-yl)-2-[(E)-3.-(2,6-dimethyl-4-morpholinyl)-3-oxo-1-propenyl]-4,6-dimethyl-1H-pyrrolo[2,3-b]pyridine-3-carbonitrile was synthesized from (E)-3-[3-cyano-1-(4,5-dimethoxy-2,3-dihydro-1H-inden-2-yl)-4,6-dimethyl-1H-pyrrolo[2,3-b]pyridin-2-yl]-2-propenoic acid and 2,6-dimethylmorpholine.